Dataset: the Open Reaction Database (ORD), a public repository of structured organic reaction records. Task: describe an organic reaction: reactants, conditions, products, and yield Starting materials: CSC(C(=O)OC)C1=CC=C(C=C1)N (Methyl α-methylthio(p-aminophenyl)acetate), C1(C=2C(C(=O)O1)=CC=CC2)=O (phthalic anhydride). The solvent is C(C)(=O)O (acetic acid). Product: CSC(C(=O)OC)C1=CC=C(C=C1)N1C(C=2C(C1=O)=CC=CC2)=O (methyl α-methylthio(p-phthalimidophenyl)acetate). The yield is 99.5%. Reaction SMILES: [CH3:1][S:2][CH:3]([C:8]1[CH:13]=[CH:12][C:11]([NH2:14])=[CH:10][CH:9]=1)[C:4]([O:6][CH3:7])=[O:5].[C:15]1(=O)[O:20][C:18](=[O:19])[C:17]2=[CH:21][CH:22]=[CH:23][CH:24]=[C:16]12>C(O)(=O)C>[CH3:1][S:2][CH:3]([C:8]1[CH:9]=[CH:10][C:11]([N:14]2[C:18](=[O:19])[C:17]3=[CH:21][CH:22]=[CH:23][CH:24]=[C:16]3[C:15]2=[O:20])=[CH:12][CH:13]=1)[C:4]([O:6][CH3:7])=[O:5]. Procedure: Methyl α-methylthio(p-aminophenyl)acetate (760 mg) and 533 mg of phthalic anhydride were dissolved in 8 ml of acetic acid, and the solution was heated under reflux for 4 hours. The reaction mixture was concentrated under reduced pressure, and 100 ml of an aqueous solution of sodium bicarbonate was added. The mixture was extracted once with 20 ml of methylene chloride, and then twice with 10 ml of methylene chloride each time. The organic layer was dried over anhydrous sodium sulfate, and concent... The reactants are COC(C(CC=1C=C2C=CNC2=CC1)OCCC=C)=O (rac-2-but-3-enyloxy-3-(1H-indol-5-yl)-propionic acid methyl ester), ClCC=1N=C(OC1C)C1=C(C=CC=C1)C (4-chloromethyl-5-methyl-2-o-tolyl-oxazole). The product is C(CC=C)OC(C(=O)O)CC=1C=C2C=CN(C2=CC1)CC=1N=C(OC1C)C1=C(C=CC=C1)C (rac-2-but-3-enyloxy-3-[1-(5-methyl-2-o-tolyl-oxazol-4-ylmethyl)-1H-indol-5-yl]-propionic acid). Reaction SMILES: C[O:2][C:3](=[O:20])[CH:4]([O:15][CH2:16][CH2:17][CH:18]=[CH2:19])[CH2:5][C:6]1[CH:7]=[C:8]2[C:12](=[CH:13][CH:14]=1)[NH:11][CH:10]=[CH:9]2.Cl[CH2:22][C:23]1[N:24]=[C:25]([C:29]2[CH:34]=[CH:33][CH:32]=[CH:31][C:30]=2[CH3:35])[O:26][C:27]=1[CH3:28]>>[CH2:16]([O:15][CH:4]([CH2:5][C:6]1[CH:7]=[C:8]2[C:12](=[CH:13][CH:14]=1)[N:11]([CH2:22][C:23]1[N:24]=[C:25]([C:29]3[CH:34]=[CH:33][CH:32]=[CH:31][C:30]=3[CH3:35])[O:26][C:27]=1[CH3:28])[CH:10]=[CH:9]2)[C:3]([OH:2])=[O:20])[CH2:17][CH:18]=[CH2:19]. Procedure: In analogy to the procedure described in example 44, rac-2-but-3-enyloxy-3-(1H-indol-5-yl)-propionic acid methyl ester (preparation 9) was reacted with 4-chloromethyl-5-methyl-2-o-tolyl-oxazole to give rac-2-but-3-enyloxy-3-[1-(5-methyl-2-o-tolyl-oxazol-4-ylmethyl)-1H-indol-5-yl]-propionic acid as light brown solid.